From a dataset of the Open Reaction Database (ORD), a public repository of structured organic reaction records. describe an organic reaction: reactants, conditions, products, and yield The reactants are FC(OC=1C(=C(C=CC1OC)C=1C=C2COC(C2=CC1)=O)O)F (5-(3-(difluoromethoxy)-2-hydroxy-4-methoxyphenyl)isobenzofuran-1(3H)-one), C([O-])([O-])=O.[K+].[K+] (potassium carbonate), BrCC1(COC1)COC (3-bromomethyl-3-methoxymethyl-oxetane). Solvent: C(C)#N (acetonitrile). Conditions: temperature 70 celsius. Product: FC(OC=1C(=C(C=CC1OC)C=1C=C2COC(C2=CC1)=O)OCC1(COC1)COC)F (5-[3-Difluoromethoxy-4-methoxy-2-(3-methoxymethyl-oxetan-3-ylmethoxy)-phenyl]-3H-isobenzofuran-1-one). Isolated yield 18.6%. As a reaction SMILES: [F:1][CH:2]([F:23])[O:3][C:4]1[C:5]([OH:22])=[C:6]([C:12]2[CH:13]=[C:14]3[C:18](=[CH:19][CH:20]=2)[C:17](=[O:21])[O:16][CH2:15]3)[CH:7]=[CH:8][C:9]=1[O:10][CH3:11].C(=O)([O-])[O-].[K+].[K+].Br[CH2:31][C:32]1([CH2:36][O:37][CH3:38])[CH2:35][O:34][CH2:33]1>C(#N)C>[F:23][CH:2]([F:1])[O:3][C:4]1[C:5]([O:22][CH2:31][C:32]2([CH2:36][O:37][CH3:38])[CH2:35][O:34][CH2:33]2)=[C:6]([C:12]2[CH:13]=[C:14]3[C:18](=[CH:19][CH:20]=2)[C:17](=[O:21])[O:16][CH2:15]3)[CH:7]=[CH:8][C:9]=1[O:10][CH3:11] |f:1.2.3|. Procedure: To a stirring solution of 5-(3-(difluoromethoxy)-2-hydroxy-4-methoxyphenyl)isobenzofuran-1(3H)-one (80 mg, 0.246 mmol) in acetonitrile (10 mL) was added potassium carbonate (102 mg, 0.738 mmol) and 3-bromomethyl-3-methoxymethyl-oxetane (144 mg, 0.740 mmol) and the resultant reaction mixture was heated to 70° C. for 16 h. The reaction mixture was cooled to RT, filtered through celite and the filtrate was concentrated under reduced pressure. The obtained residue was purified by column chromatograp... Starting materials: CCO, [Na+], [OH-], CCOC(=O)c1nnc2ccc(NCCCN3CCC(OC(c4ccccc4)c4ccccc4)CC3)nn12. Product: O=C(O)c1nnc2ccc(NCCCN3CCC(OC(c4ccccc4)c4ccccc4)CC3)nn12. Reaction SMILES: [CH3:41][CH2:42][OH:43].[Na+:40].[OH-:39].[c:1]1([CH:7]([O:8][CH:9]2[CH2:10][CH2:11][N:12]([CH2:15][CH2:16][CH2:17][NH:18][c:19]3[cH:20][cH:21][c:22]4[n:23]([n:24]3)[c:25]([C:28](=[O:29])[O:30][CH2:31][CH3:32])[n:26][n:27]4)[CH2:13][CH2:14]2)[c:33]2[cH:34][cH:35][cH:36][cH:37][cH:38]2)[cH:2][cH:3][cH:4][cH:5][cH:6]1>>[c:1]1([CH:7]([O:8][CH:9]2[CH2:10][CH2:11][N:12]([CH2:15][CH2:16][CH2:17][NH:18][c:19]3[cH:20][cH:21][c:22]4[n:23]([n:24]3)[c:25]([C:28](=[O:29])[OH:30])[n:26][n:27]4)[CH2:13][CH2:14]2)[c:33]2[cH:34][cH:35][cH:36][cH:37][cH:38]2)[cH:2][cH:3][cH:4][cH:5][cH:6]1. Starting materials: ice water, C1=C(C=C(C=C1C(F)(F)F)O)C(F)(F)F (3,5-ditrifluoromethylphenol), [OH-].[K+] (potassium hydroxide), O (water), ClCC(=O)N (chloroacetamide). Solvent: CC(=O)C (acetone). Run at temperature 0 celsius, time 30 minute. Yields the product FC(C=1C=C(OCC(=O)N)C=C(C1)C(F)(F)F)(F)F (2-[3,5-bis(trifluoromethyl)phenoxy]acetamide). The yield is 32.0%. RXN SMILES: [CH:1]1[C:6]([C:7]([F:10])([F:9])[F:8])=[CH:5][C:4]([OH:11])=[CH:3][C:2]=1[C:12]([F:15])([F:14])[F:13].[OH-].[K+].O.Cl[CH2:20][C:21]([NH2:23])=[O:22]>CC(C)=O>[F:15][C:12]([F:13])([F:14])[C:2]1[CH:3]=[C:4]([CH:5]=[C:6]([C:7]([F:9])([F:8])[F:10])[CH:1]=1)[O:11][CH2:20][C:21]([NH2:23])=[O:22] |f:1.2|. Reported procedure: To a stirred solution containing 5 g (0.022 mole) of 3,5-ditrifluoromethylphenol, 1.6 g (0.024 mole) of 85% potassium hydroxide, 10 ml of water and 200 ml of acetone, 0.024 mole of chloroacetamide was added in one portion. The stirred reaction mixture was heated at 56°-60° C. for 22 hours. After cooling to 0° C., 600 g of ice water was added and stirring continued at 0°-10° C. for 30 minutes. The resulting solid was collected by filtration, washed with water until neutral to litmus and air dried... Solvent: C1(=CC=CC=C1)C (toluene). Reactants: IC1=CC=C(C(C(=O)O)=C1)O (5-Iodosalicylic acid), O=S(Cl)Cl (SOCl2), CN(C)C=O (DMF). Yields the product IC1=CC=C(C(C(=O)Cl)=C1)O (5-Iodosalicylic Acidchloride). Procedure details: 5-Iodosalicylic acid (2.0 g, 7.58 mmol) in toluene was treated with SOCl2 (1.66 mL, 22.7 mmol) and catalytic DMF at reflux for 1 h. The reaction mixture was evaporated to dryness and the acid chloride used in the next step without purification. Reaction SMILES: [I:1][C:2]1[CH:10]=[C:6]([C:7](O)=[O:8])[C:5]([OH:11])=[CH:4][CH:3]=1.O=S(Cl)[Cl:14].CN(C=O)C>C1(C)C=CC=CC=1>[I:1][C:2]1[CH:10]=[C:6]([C:7]([Cl:14])=[O:8])[C:5]([OH:11])=[CH:4][CH:3]=1. Reactants: C1(=CC=CC=C1)P(C1=CC=CC=C1)C1=CC=CC=C1 (triphenylphosphine), ClC=1C=C(C=CC1N1N=NN=C1C(F)(F)F)/C(/C(=O)O)=C\C1CCCCC1 ((E)-2-[3-chloro-4-(5-trifluoromethyl-tetrazol-1-yl)-phenyl]-3-cyclohexyl-acrylic acid), NC=1SC=CN1 (2-aminothiazole), BrN1C(CCC1=O)=O (N-bromosuccinimide). The solvent is C(Cl)Cl (methylene chloride), C(Cl)Cl (methylene chloride). Reaction conditions: temperature 0 celsius, time 30 minute. The product is hexanes ethyl acetate, ClC=1C=C(C=CC1N1N=NN=C1C(F)(F)F)/C(/C(=O)NC=1SC=CN1)=C\C1CCCCC1 ((E)-2-[3-chloro-4-(5-trifluoromethyl-tetrazol-1-yl)-phenyl]-3-cyclohexyl-N-thiazol-2-yl-acrylamide). Isolated yield 11.5%. Reaction SMILES: C1(P(C2C=CC=CC=2)C2C=CC=CC=2)C=CC=CC=1.BrN1C(=O)CCC1=O.[Cl:28][C:29]1[CH:30]=[C:31](/[C:44](=[CH:48]\[CH:49]2[CH2:54][CH2:53][CH2:52][CH2:51][CH2:50]2)/[C:45](O)=[O:46])[CH:32]=[CH:33][C:34]=1[N:35]1[C:39]([C:40]([F:43])([F:42])[F:41])=[N:38][N:37]=[N:36]1.[NH2:55][C:56]1[S:57][CH:58]=[CH:59][N:60]=1>C(Cl)Cl>[Cl:28][C:29]1[CH:30]=[C:31](/[C:44](=[CH:48]\[CH:49]2[CH2:54][CH2:53][CH2:52][CH2:51][CH2:50]2)/[C:45]([NH:55][C:56]2[S:57][CH:58]=[CH:59][N:60]=2)=[O:46])[CH:32]=[CH:33][C:34]=1[N:35]1[C:39]([C:40]([F:43])([F:42])[F:41])=[N:38][N:37]=[N:36]1. Procedure details: A solution of triphenylphosphine (772 mg, 2.96 mmol) in methylene chloride (10 mL) was cooled to 0° C. and then treated with N-bromosuccinimide (526 mg, 2.96 mmol). The reaction mixture was stirred at 0° C. for 30 min and then treated with a solution of (E)-2-[3-chloro-4-(5-trifluoromethyl-tetrazol-1-yl)-phenyl]-3-cyclohexyl-acrylic acid (594 mg, 1.48 mmol) in methylene chloride (5 mL). The reaction mixture was then stirred for 15 min at 0° C. and then allowed to warm to 25° C. where it was stir... Starting materials: N-hydroxysuccinimide ester, C(C1=CC=CC=C1)OC(=O)N[C@@H](C)C(=O)O (N-benzyloxycarbonyl-L-alanine), Cl.NCP(OC)(OC)=O (dimethyl aminomethylphosphonate hydrochloride). Product: C(C1=CC=CC=C1)OC(=O)N[C@@H](C)C(=O)NCP(OC)(OC)=O (dimethyl [(N-benzyloxycarbonyl-L-alanyl)amino] -methylphosphonate). RXN SMILES: [CH2:1]([O:8][C:9]([NH:11][C@H:12]([C:14]([OH:16])=O)[CH3:13])=[O:10])[C:2]1[CH:7]=[CH:6][CH:5]=[CH:4][CH:3]=1.Cl.[NH2:18][CH2:19][P:20](=[O:25])([O:23][CH3:24])[O:21][CH3:22]>>[CH2:1]([O:8][C:9]([NH:11][C@H:12]([C:14]([NH:18][CH2:19][P:20](=[O:25])([O:23][CH3:24])[O:21][CH3:22])=[O:16])[CH3:13])=[O:10])[C:2]1[CH:3]=[CH:4][CH:5]=[CH:6][CH:7]=1 |f:1.2|. Procedure details: In a manner analogous to Example 13(a) starting from 64.0 g of the N-hydroxysuccinimide ester of N-benzyloxycarbonyl-L-alanine and 35.1 g of dimethyl aminomethylphosphonate hydrochloride, there were obtained 73.3 g of dimethyl [(N-benzyloxycarbonyl-L-alanyl)amino] -methylphosphonate as an oil. This oil was refluxed in a mixture of 200 ml of trimethylchlorosilane and 100 ml of acetonitrile under exclusion of moisture for 100 hours. The mixture was then cooled, filtered and evaporated in vacuo on ... Starting materials: FC(S(=O)(=O)OC=1C=NC(=CC1C=1NC2=CC=CC(=C2C1)F)Cl)(F)F (6-chloro-4-(4-fluoro-1H-indol-2-yl)pyridin-3-yl trifluoromethanesulfonate), C(CCC)[Sn](C(=C)C)(CCCC)CCCC (tributyl(prop-1-en-2-yl)stannane). Reagents/catalysts: C=1C=CC(=CC1)[P](C=2C=CC=CC2)(C=3C=CC=CC3)[Pd]([P](C=4C=CC=CC4)(C=5C=CC=CC5)C=6C=CC=CC6)([P](C=7C=CC=CC7)(C=8C=CC=CC8)C=9C=CC=CC9)[P](C=1C=CC=CC1)(C=1C=CC=CC1)C=1C=CC=CC1 (Pd(PPh3)4). The solvent is CN(C)C=O (DMF). Reaction conditions: time 5 hour. Yields the product ClC1=NC=C(C(=C1)C=1NC2=CC=CC(=C2C1)F)C(=C)C (2-(2-chloro-5-(prop-1-en-2-yl)pyridin-4-yl)-4-fluoro-1H-indole). The yield is 69.8%. As a reaction SMILES: FC(F)(F)S(O[C:7]1[CH:8]=[N:9][C:10]([Cl:23])=[CH:11][C:12]=1[C:13]1[NH:14][C:15]2[C:20]([CH:21]=1)=[C:19]([F:22])[CH:18]=[CH:17][CH:16]=2)(=O)=O.[CH2:26]([Sn](CCCC)(CCCC)C(C)=C)[CH2:27][CH2:28]C>CN(C=O)C.C1C=CC([P]([Pd]([P](C2C=CC=CC=2)(C2C=CC=CC=2)C2C=CC=CC=2)([P](C2C=CC=CC=2)(C2C=CC=CC=2)C2C=CC=CC=2)[P](C2C=CC=CC=2)(C2C=CC=CC=2)C2C=CC=CC=2)(C2C=CC=CC=2)C2C=CC=CC=2)=CC=1>[Cl:23][C:10]1[CH:11]=[C:12]([C:13]2[NH:14][C:15]3[C:20]([CH:21]=2)=[C:19]([F:22])[CH:18]=[CH:17][CH:16]=3)[C:7]([C:27]([CH3:28])=[CH2:26])=[CH:8][N:9]=1 |^1:50,52,71,90|. Procedure: To a suspension of 6-chloro-4-(4-fluoro-1H-indol-2-yl)pyridin-3-yl trifluoromethanesulfonate (100 mg, 0.25 mmol) and tributyl(prop-1-en-2-yl)stannane (100 mg, 0.28 mmol) in DMF (2 mL) was added Pd(PPh3)4 (10 mg, 0.02 mmol) at 100° C. under N2, and the mixture was stirred for 5 hours. After concentrated in vacuum, the residue was suspended in H2O and extracted with EA. The combined organic layer was washed with H2O, brine, dried over Na2SO4, filtrated and concentrated to give 2-(2-chloro-5-(prop-... Reactants: Cc1cc(-c2ccc(C(F)(F)F)cc2)cc(-c2cccc(-c3cccc(S(N)(=O)=O)c3)n2)n1, CC(=O)OC(C)=O, CC(=O)O, CCOC(C)=O. Yields the product CC(=O)NS(=O)(=O)c1cccc(-c2cccc(-c3cc(-c4ccc(C(F)(F)F)cc4)cc(C)n3)n2)c1. Reaction SMILES: [CH3:1][c:2]1[cH:3][c:4](-[c:24]2[cH:25][cH:26][c:27]([C:30]([F:31])([F:32])[F:33])[cH:28][cH:29]2)[cH:5][c:6](-[c:8]2[n:9][c:10](-[c:14]3[cH:15][c:16]([S:20](=[O:21])(=[O:22])[NH2:23])[cH:17][cH:18][cH:19]3)[cH:11][cH:12][cH:13]2)[n:7]1.[CH3:34][C:35](=[O:36])[O:37][C:38](=[O:39])[CH3:40].[CH3:41][C:42](=[O:43])[OH:44].[CH3:45][CH2:46][O:47][C:48]([CH3:49])=[O:50]>>[CH3:1][c:2]1[cH:3][c:4](-[c:24]2[cH:25][cH:26][c:27]([C:30]([F:31])([F:32])[F:33])[cH:28][cH:29]2)[cH:5][c:6](-[c:8]2[n:9][c:10](-[c:14]3[cH:15][c:16]([S:20](=[O:21])(=[O:22])[NH:23][C:35]([CH3:34])=[O:36])[cH:17][cH:18][cH:19]3)[cH:11][cH:12][cH:13]2)[n:7]1. The reactants are OC=1C(=C(C(=O)N)C(=CC1I)I)I (3-hydroxy-2,4,6-triiodobenzamide), BrCC(=O)OCC (ethyl bromoacetate), [Na] (sodium). The solvent is C(C)O (ethanol). The product is C(N)(=O)C=1C(=C(OCC(=O)O)C(=CC1I)I)I (3-carbamoyl-2,4,6-triiodophenoxyacetic acid). Isolated yield 93.7%. RXN SMILES: [Na].[OH:2][C:3]1[C:4]([I:14])=[C:5]([C:9]([I:13])=[CH:10][C:11]=1[I:12])[C:6]([NH2:8])=[O:7].Br[CH2:16][C:17]([O:19]CC)=[O:18]>C(O)C>[C:6]([C:5]1[C:4]([I:14])=[C:3]([C:11]([I:12])=[CH:10][C:9]=1[I:13])[O:2][CH2:16][C:17]([OH:19])=[O:18])(=[O:7])[NH2:8] |^1:0|. Procedure details: 0.436 g (19 mmol) of sodium is dissolved in 20 ml of ethanol. Then 9.78 g (19 mmol) of 3-hydroxy-2,4,6-triiodobenzamide and subsequently 3.5 g (21 mmol) of ethyl bromoacetate are added thereto. The mixture is heated for one hour to reflux and, after several hours of stirring in an ice bath, the resultant 3-carbamoyl-2,4,6-triiodophenoxyacetic acid ethyl ester is vacuum-filtered, washed with a small amount of ice-cold ethanol, and suspended in 80 ml of water. The mixture is brought to pH 12 by ad...